From a dataset of the Open Reaction Database (ORD), a public repository of structured organic reaction records. describe an organic reaction: reactants, conditions, products, and yield Starting materials: [H-].[Na+] (sodium hydride), [Cl-].[NH4+] (ammonium chloride), ClC=1C(=NC(=NC1N1CC(CC(C1)C)C)F)F (5-chloro-2,4-difluoro-6-(3,5-dimethylpiperidino) pyrimidine), C(C#CC)O (2-butyn-1-ol). Run in O1CCCC1 (tetrahydrofuran), O1CCCC1 (tetrahydrofuran), O1CCCC1 (tetrahydrofuran). Run at time 10 minute. Yields the product ClC=1C(=NC(=NC1N1CC(CC(C1)C)C)F)OCC#CC (5-chloro-4-(2-butynyloxy)-2-fluoro-6-(3,5-dimethyl piperidino)pyrimidine). The yield is 42.0%. RXN SMILES: [H-].[Na+].[CH2:3]([OH:7])[C:4]#[C:5][CH3:6].[Cl:8][C:9]1[C:10](F)=[N:11][C:12]([F:23])=[N:13][C:14]=1[N:15]1[CH2:20][CH:19]([CH3:21])[CH2:18][CH:17]([CH3:22])[CH2:16]1.[Cl-].[NH4+]>O1CCCC1>[Cl:8][C:9]1[C:10]([O:7][CH2:3][C:4]#[C:5][CH3:6])=[N:11][C:12]([F:23])=[N:13][C:14]=1[N:15]1[CH2:20][CH:19]([CH3:21])[CH2:18][CH:17]([CH3:22])[CH2:16]1 |f:0.1,4.5|. Reported procedure: 0.09 g of sodium hydride (60% oil suspension) was suspended in 2 ml of tetrahydrofuran. 0.3 ml of tetrahydrofuran solution of 0.13 g of 2-butyn-1-ol was added dropwise at room temperature therein, and the mixture was stirred for 10 minutes. Into the mixture was added dropwise 0.3 ml of tetrahydrofuran solution of 0.4 g of 5-chloro-2,4-difluoro-6-(3,5-dimethylpiperidino) pyrimidine at 0° C., and stirred for 30 minutes at same temperature. The reaction mixture was poured into a saturated ammonium ... The reactants are C(C)(=O)O (acetic acid), C(=O)([O-])[O-].[K+].[K+] (K2CO3), SC1=C(C(=O)O)C=CC=N1 (2-mercapto-nicotinic acid), BrCCCC1=CC=C(C=C1)F (1-(3-bromopropyl)-4-fluorobenzene). The solvent is CC(OCC)=O.CCCCCC (EA hexane), O (water), CC(OCC)=O (EA), CN(C)C=O (DMF). Run at time 30 minute. The product is FC1=CC=C(C=C1)CCCSC1=C(C(=O)O)C=CC=N1 (2-(3-(4-fluoro-phenyl)propylthio)nicotinic acid). The yield is 46.6%. RXN SMILES: C([O-])([O-])=O.[K+].[K+].[SH:7][C:8]1[N:16]=[CH:15][CH:14]=[CH:13][C:9]=1[C:10]([OH:12])=[O:11].Br[CH2:18][CH2:19][CH2:20][C:21]1[CH:26]=[CH:25][C:24]([F:27])=[CH:23][CH:22]=1.C(O)(=O)C>CN(C=O)C.O.CC(=O)OCC.CC(=O)OCC.CCCCCC>[F:27][C:24]1[CH:25]=[CH:26][C:21]([CH2:20][CH2:19][CH2:18][S:7][C:8]2[N:16]=[CH:15][CH:14]=[CH:13][C:9]=2[C:10]([OH:12])=[O:11])=[CH:22][CH:23]=1 |f:0.1.2,9.10|. Reported procedure: 4.9 g (35.8 mmol) of K2CO3 were added to a solution of 2.5 g (16.3 mmol) of 2-mercapto-nicotinic acid in DMF (40 ml), and the mixture was stirred for 30 min at RT. 3.5 g (16.3 mmol) of 1-(3-bromopropyl)-4-fluorobenzene were then added and stirring was carried out for a further 72 h at RT. The mixture was then diluted with water and EA and adjusted to pH 5-6 with 5M acetic acid. The organic phase was separated off, washed with water, dried over MgSO4, filtered and concentrated in vacuo. CC (EA/he... Starting materials: ClC1=C(C(=O)O)C=C(C=C1)S(=O)(=O)F (2-chloro-5-(fluorosulfonyl)benzoic acid), C(C)NCC (diethylamine). Run in ClCCCl (1,2-dichloroethane). The product is C(C1=CC=CC=C1)(=O)O (benzoic acid). RXN SMILES: Cl[C:2]1[CH:10]=[CH:9][C:8](S(F)(=O)=O)=[CH:7][C:3]=1[C:4]([OH:6])=[O:5].C(NCC)C>ClCCCl>[C:4]([OH:6])(=[O:5])[C:3]1[CH:7]=[CH:8][CH:9]=[CH:10][CH:2]=1. Procedure details: A mixture of 2-chloro-5-(fluorosulfonyl)benzoic acid (11.93 g, 0.05 mol), diethylamine (10.97 g, 0.15 mol) and 1,2-dichloroethane (100 mL) was refluxed for 8 hours. The reaction mixture was evaporated and the residue was dissolved in ethyl acetate. A solid was collected by filtration and the filtrate was evaporated to dryness to afford 15.5 g of 2-chloro-5-diethylaminosulfonyl)benzoic acid. Reactants: CCCC=CCCC(=O)OCC, CSC, CO. The product is CCOC(=O)CCC=O. As a reaction SMILES: [C:1]([CH2:2][CH2:3][CH:4]=[CH:5][CH2:6][CH2:7][CH3:8])(=[O:9])[O:10][CH2:11][CH3:12].[CH3:13][S:14][CH3:15].[CH3:16][OH:17]>>[C:1]([CH2:2][CH2:3][CH:4]=[O:17])(=[O:9])[O:10][CH2:11][CH3:12]. Reactants: CC(C)([O-])C.[K+] (potassium tert-butoxide), C(C)(=O)OCC(=O)C1=CC=C(C=C1)C(C)(C)C (2-[4-tert-butylphenyl]-2-oxoethyl acetate). Reagents/catalysts: [Br-].C[P+](C1=CC=CC=C1)(C1=CC=CC=C1)C1=CC=CC=C1 (methyltriphenylphosphonium bromide). Run in C1CCOC1 (THF), C1CCOC1 (THF). Reaction conditions: temperature 40 celsius, time 1 hour. The product is C(C)(=O)OCC(=C)C1=CC=C(C=C1)C(C)(C)C (2-[4-tert-Butylphenyl]prop-2-en-1-yl acetate). Isolated yield 77.0%. RXN SMILES: [CH3:1]C(C)([O-])C.[K+].[C:7]([O:10][CH2:11][C:12]([C:14]1[CH:19]=[CH:18][C:17]([C:20]([CH3:23])([CH3:22])[CH3:21])=[CH:16][CH:15]=1)=O)(=[O:9])[CH3:8]>[Br-].C[P+](C1C=CC=CC=1)(C1C=CC=CC=1)C1C=CC=CC=1.C1COCC1>[C:7]([O:10][CH2:11][C:12]([C:14]1[CH:19]=[CH:18][C:17]([C:20]([CH3:23])([CH3:22])[CH3:21])=[CH:16][CH:15]=1)=[CH2:1])(=[O:9])[CH3:8] |f:0.1,3.4|. Reported procedure: To a stirred suspension of methyltriphenylphosphonium bromide (8.48 g, 23.7 mmol) in THF (75 ml) was added potassium tert-butoxide (2.66 g, 23.7 mmol) at room temperature. The mixture was stirred at 40° C. for 1 hour. After cooling to room temperature, a solution of 2-[4-tert-butylphenyl]-2-oxoethyl acetate (U.S. Pat. No. 3,526,634, 2.78 g, 11.9 mmol) in THF (25 ml) was added to the mixture. The mixture was heated at reflux for 3 hours. The mixture was concentrated, diluted with EtOAc and washed... Reactants: CN1C(=O)C2(COc3cc4c(cc32)OCCO4)c2c(C(=O)Oc3ccccc3)cccc21, [Li+], C1CCOC1, [OH-], O, O. Yields the product CN1C(=O)C2(COc3cc4c(cc32)OCCO4)c2c(C(=O)O)cccc21. Reaction SMILES: [CH3:1][N:2]1[C:3](=[O:32])[C:4]2([CH2:5][O:6][c:7]3[cH:8][c:9]4[c:10]([cH:15][c:16]32)[O:11][CH2:12][CH2:13][O:14]4)[c:17]2[c:18]([C:23](=[O:24])[O:25][c:26]3[cH:27][cH:28][cH:29][cH:30][cH:31]3)[cH:19][cH:20][cH:21][c:22]21.[Li+:35].[O:36]1[CH2:37][CH2:38][CH2:39][CH2:40]1.[OH-:34].[OH2:33].[OH2:41]>>[CH3:1][N:2]1[C:3](=[O:32])[C:4]2([CH2:5][O:6][c:7]3[cH:8][c:9]4[c:10]([cH:15][c:16]32)[O:11][CH2:12][CH2:13][O:14]4)[c:17]2[c:18]([C:23](=[O:24])[OH:25])[cH:19][cH:20][cH:21][c:22]21. Reaction SMILES: [C:1]1(CC=O)C2C3CCC(C4C3=CC=CC=4)C=2C=CC=1.[I-].C[S+](C)(C)=O.[H-].[Na+].[H][H].[CH:30]1[C:43]2[C:42]3([CH2:46][CH:47]=[O:48])[CH2:44][CH2:45][CH:35]([C:36]4[C:41]3=[CH:40][CH:39]=[CH:38][CH:37]=4)[C:34]=2[CH:33]=[CH:32][CH:31]=1>CS(C)=O.O>[O:48]1[CH2:1][CH:47]1[CH2:46][C:42]12[CH2:44][CH2:45][CH:35]([C:36]3[CH:37]=[CH:38][CH:39]=[CH:40][C:41]=31)[C:34]1[C:43]2=[CH:30][CH:31]=[CH:32][CH:33]=1 |f:1.2,3.4|. Starting materials: C1(=CC=CC=2C3C4=CC=CC=C4C(C12)CC3)CC=O (9,10-dihydro-9,10-ethano-anthryl-acetaldehyde), [H-].[Na+] (sodium hydride), [H][H] (hydrogen), epoxide, [I-].C[S+](=O)(C)C (trimethyloxosulphonium iodide), C1=CC=CC=2C3C4=CC=CC=C4C(C12)(CC3)CC=O (9,10-dihydro-9,10-ethano-9-anthryl-acetaldehyde). Yields the product O1C(CC23C4=CC=CC=C4C(C=4C=CC=CC24)CC3)C1 (9-(2,3-epoxy-propyl)-9,10-dihydro-9,10-ethano-anthracene). Conditions: time 20 minute. Procedure details: To convert the aldehyde into the epoxide, 19.6 g of trimethyloxosulphonium iodide are added to 2.2 g of sodium hydride in 175 ml of dimethyl sulphoxide. When evolution of hydrogen has ceased, a solution of 21 g of the crude 9,10-dihydro-9,10-ethano-9-anthryl-acetaldehyde in 35 ml of dimethyl sulphoxide is added dropwise and the batch is stirred for 20 minutes at room temperature and then for 30 minutes at 55°-60° C. The reaction mixture is then poured into 300 ml of water and after extraction wi... Solvent: O (water), CS(=O)C (dimethyl sulphoxide), CS(=O)C (dimethyl sulphoxide). The reactants are C(C)(=O)OCCCNC1=C(C=NC2=CC(=CC=C12)Br)N (3-[(3-amino-7-bromoquinolin-4-yl)amino]propyl acetate), O1CCCC1 (tetrahydrofuran), C(=S)(N1C=NC=C1)N1C=NC=C1 (1,1′-thiocarbonyldiimidazole). The solvent is ClCCl (dichloromethane). Run at temperature 71 celsius, time 1.5 hour. Product: C(C)(=O)OCCCN1C(NC=2C=NC=3C=C(C=CC3C21)Br)=S (3-(7-bromo-2-thioxo-2,3-dihydro-1H-imidazo[4,5-c]quinolin-1-yl)propyl acetate). Isolated yield 47.2%. Reaction SMILES: [C:1]([O:4][CH2:5][CH2:6][CH2:7][NH:8][C:9]1[C:18]2[C:13](=[CH:14][C:15]([Br:19])=[CH:16][CH:17]=2)[N:12]=[CH:11][C:10]=1[NH2:20])(=[O:3])[CH3:2].O1CCCC1.[C:26](N1C=CN=C1)(N1C=CN=C1)=[S:27]>ClCCl>[C:1]([O:4][CH2:5][CH2:6][CH2:7][N:8]1[C:9]2[C:18]3[CH:17]=[CH:16][C:15]([Br:19])=[CH:14][C:13]=3[N:12]=[CH:11][C:10]=2[NH:20][C:26]1=[S:27])(=[O:3])[CH3:2]. Reported procedure: To a round-bottomed flask containing 3-[(3-amino-7-bromoquinolin-4-yl)amino]propyl acetate (54.5 g, 161.1 mmol) was added anhydrous tetrahydrofuran (THF, 1.4 L), followed by 1,1′-thiocarbonyldiimidazole (31.6 g, 177.3 mmol) and the reaction mixture was stirred at 71° C. for 1.5 h. The reaction was cooled to ambient temperature and the solvent was removed under reduced pressure to afford an oil. The oil was dissolved in dichloromethane (1.3 L) and the solution was washed with water (3×600 mL). Du... As a reaction SMILES: [CH3:1][C:2]([C:5]1[CH:6]=[C:7]([C:22]2[S:26][C:25](=[S:27])[NH:24][N:23]=2)[CH:8]=[C:9]([C:18]([CH3:21])([CH3:20])[CH3:19])[C:10]=1[O:11]COCCOC)([CH3:4])[CH3:3]>C(Cl)Cl.[Br-].[Zn+2].[Br-]>[CH3:4][C:2]([C:5]1[CH:6]=[C:7]([C:22]2[S:26][C:25](=[S:27])[NH:24][N:23]=2)[CH:8]=[C:9]([C:18]([CH3:19])([CH3:20])[CH3:21])[C:10]=1[OH:11])([CH3:1])[CH3:3] |f:2.3.4|. Starting materials: CC(C)(C)C=1C=C(C=C(C1OCOCCOC)C(C)(C)C)C1=NNC(S1)=S (5-[3,5-bis(1,1-dimethylethyl)-4-[(2-methoxyethoxy)methoxy]phenyl]1,3,4-thiadiazole-2(3H)-thione). Reagents/catalysts: [Br-].[Zn+2].[Br-] (zinc bromide). Solvent: C(Cl)Cl (methylene chloride), C(Cl)Cl (methylene chloride). Product: CC(C)(C)C=1C=C(C=C(C1O)C(C)(C)C)C1=NNC(S1)=S (5-[3,5-bis(1,1-dimethylethyl)-4-hydroxyphenyl]-1,3,4-thiadiazole-2(3H)-thione). Procedure details: Anhydrous zinc bromide (7.3 g, 0.033 mole) is added to a suspension of 5-[3,5-bis(1,1-dimethylethyl)-4-[(2-methoxyethoxy)methoxy]phenyl]1,3,4-thiadiazole-2(3H)-thione (2.7 g, 0.007 mole) in methylene chloride (10 ml). After 18 hours the mixture is diluted with methylene chloride (50 ml), washed with water (20 ml), saturated aqueous NaHCO3 (20 ml), saturated aqueous NaCl (20 ml), and dried over MgSO4. Filtration and concentration gives a solid which is recrystallized from ethyl acetate/hexane to ... The yield is 48.7%.